Dataset: the Open Reaction Database (ORD), a public repository of structured organic reaction records. Task: describe an organic reaction: reactants, conditions, products, and yield The reactants are ClCCl, Cc1ccc(S(=O)(=O)Cl)cc1, CC(CO)c1ccccc1. Yields the product Cc1ccc(S(=O)(=O)OCC(C)c2ccccc2)cc1. As a reaction SMILES: [Cl:22][CH2:23][Cl:24].[c:11]1([CH3:21])[cH:12][cH:13][c:14]([S:17](=[O:18])(=[O:19])[Cl:20])[cH:15][cH:16]1.[c:1]1([CH:7]([CH2:8][OH:9])[CH3:10])[cH:2][cH:3][cH:4][cH:5][cH:6]1>>[c:1]1([CH:7]([CH2:8][O:9][S:17]([c:14]2[cH:13][cH:12][c:11]([CH3:21])[cH:16][cH:15]2)(=[O:18])=[O:19])[CH3:10])[cH:2][cH:3][cH:4][cH:5][cH:6]1. Starting materials: OC1CC(OC1)=O (4-hydroxy-dihydrofuran-2(3H)-one), O1CCCC=C1 (dihydropyran), CC1=CC=C(C=C1)S(=O)(=O)[O-].C1=CC=[NH+]C=C1 (PPTS). The solvent is C(Cl)Cl (CH2Cl2). Run at time 8 hour. The product is O1C(CCCC1)OC1CC(OC1)=O (4-(tetrahydro-2H-pyran-2-yloxy)-dihydrofuran-2(3H)-one). Yield: 83.8%. RXN SMILES: [OH:1][CH:2]1[CH2:6][O:5][C:4](=[O:7])[CH2:3]1.[O:8]1[CH:13]=[CH:12][CH2:11][CH2:10][CH2:9]1.CC1C=CC(S([O-])(=O)=O)=CC=1.C1C=C[NH+]=CC=1>C(Cl)Cl>[O:8]1[CH2:13][CH2:12][CH2:11][CH2:10][CH:9]1[O:1][CH:2]1[CH2:6][O:5][C:4](=[O:7])[CH2:3]1 |f:2.3|. Reported procedure: To a mixture of 4-hydroxy-dihydrofuran-2(3H)-one (10 g, 0.1 mol, Alfa) and dihydropyran (12.5 g, 0.15 mol, Alfa) in 250 mL of dry CH2Cl2 was added PPTS (2.5 g 0.01 mol), and the reaction mixture was stirred at rt overnight. The reaction mixture was washed with brine and extracted with CH2Cl2 (100 mL×3), and the combined organic phases were dried over Na2SO4 and concentrated in vacuo. The residue was purified by a silica gel column chromatography (3:1 (v/v) EtOAc/n-Hexane) to give the title compo... Starting materials: [OH-].[Na+] (sodium hydroxide), COC(CN1N=C(C(=C1CC)OC1=CC(=CC(=C1)Cl)Cl)CC)=O (Methyl[4-(3,5-dichlorophenoxy)-3,5-diethyl-1H-pyrazol-1-yl]acetate). Run in O1CCCC1 (tetrahydrofuran). Product: ClC=1C=C(OC=2C(=NN(C2CC)CC(=O)O)CC)C=C(C1)Cl ([4-(3,5-Dichlorophenoxy)-3,5-diethyl-1H-pyrazol-1-yl]acetic acid). The yield is 78.0%. Reaction SMILES: [OH-].[Na+].C[O:4][C:5](=[O:25])[CH2:6][N:7]1[C:11]([CH2:12][CH3:13])=[C:10]([O:14][C:15]2[CH:20]=[C:19]([Cl:21])[CH:18]=[C:17]([Cl:22])[CH:16]=2)[C:9]([CH2:23][CH3:24])=[N:8]1>O1CCCC1>[Cl:22][C:17]1[CH:16]=[C:15]([CH:20]=[C:19]([Cl:21])[CH:18]=1)[O:14][C:10]1[C:9]([CH2:23][CH3:24])=[N:8][N:7]([CH2:6][C:5]([OH:25])=[O:4])[C:11]=1[CH2:12][CH3:13] |f:0.1|. Procedure details: Aqueous sodium hydroxide solution (1N, 6.2 ml, 6.2 mmol) was added dropwise to a stirred solution of the ester (2 g, 5.6 mmol) of Example 9 in tetrahydrofuran (20 ml) at 0° C. After 1 hour the solvent was removed under reduced pressure and aqueous hydrochloric acid (20 ml) was added with vigorous stirring. The resulting white precipitate was collected by filtration, washed with ether (3×30 ml) and dried in a vacuum pistol at 60° C./10 mmHg to afford the title compound as a white solid (1.5 g), m... Starting materials: C(C1=CC=CC=C1)O (benzyl alcohol), FC1=CC=C(C=C1)[C@@H]1[C@]2(C[C@H](CO2)C2=C(C=CC(=C2)N2C(=NC=C2)C(F)(F)F)OC)CC[C@@H]1C(=O)O ((3S,5R,6R,7S)-6-(4-fluorophenyl)-3-(2-methoxy-5-(2-(trifluoromethyl)imidazol-1-yl)phenyl)-1-oxaspiro[4.4]nonane-7-carboxylic acid), C1(=CC=CC=C1)P(=O)(C1=CC=CC=C1)N=[N+]=[N-] (diphenylphosphoryl azide), C(C)(C)N(CC)C(C)C (diisopropylethylamine). Run in C1(=CC=CC=C1)C (toluene), C(C)(=O)OCC (ethyl acetate). Conditions: time 0.5 hour. Yields the product C(C1=CC=CC=C1)OC(=O)N[C@@H]1[C@H]([C@]2(C[C@H](CO2)C2=C(C=CC(=C2)N2C(=NC=C2)C(F)(F)F)OC)CC1)C1=CC=C(C=C1)F ((3S,5R,6R,7S)-7-(Benzyloxycarbonylamino)-6-(4-fluorophenyl)-3-(2-methoxy-5-(2-(trifluoromethyl)imidazol-1-yl)phenyl)-1-oxaspiro[4.4]nonane). The yield is 62.0%. RXN SMILES: [F:1][C:2]1[CH:7]=[CH:6][C:5]([C@H:8]2[C@@H:33](C(O)=O)[CH2:32][CH2:31][C@@:9]32[O:13][CH2:12][C@H:11]([C:14]2[CH:19]=[C:18]([N:20]4[CH:24]=[CH:23][N:22]=[C:21]4[C:25]([F:28])([F:27])[F:26])[CH:17]=[CH:16][C:15]=2[O:29][CH3:30])[CH2:10]3)=[CH:4][CH:3]=1.C1(P(N=[N+]=[N-])(C2C=CC=CC=2)=[O:44])C=CC=CC=1.C([N:57]([CH:60](C)C)CC)(C)C.[CH2:63]([OH:70])[C:64]1[CH:69]=[CH:68][CH:67]=[CH:66][CH:65]=1>C1(C)C=CC=CC=1.C(OCC)(=O)C>[CH2:63]([O:70][C:60]([NH:57][C@H:33]1[CH2:32][CH2:31][C@:9]2([O:13][CH2:12][C@H:11]([C:14]3[CH:19]=[C:18]([N:20]4[CH:24]=[CH:23][N:22]=[C:21]4[C:25]([F:26])([F:27])[F:28])[CH:17]=[CH:16][C:15]=3[O:29][CH3:30])[CH2:10]2)[C@@H:8]1[C:5]1[CH:6]=[CH:7][C:2]([F:1])=[CH:3][CH:4]=1)=[O:44])[C:64]1[CH:69]=[CH:68][CH:67]=[CH:66][CH:65]=1. Reported procedure: A mixture of (3S,5R,6R,7S)-6-(4-fluorophenyl)-3-(2-methoxy-5-(2-(trifluoromethyl)imidazol-1-yl)phenyl)-1-oxaspiro[4.4]nonane-7-carboxylic acid (40 mg, 0.079 mmol), diphenylphosphoryl azide (24 mg, 0.08 mmol), and diisopropylethylamine (0.017 mL, 0.095 mmol) in toluene was stirred at RT for 0.5 h, and then heated at 100° C. for 50 min. After addition of benzyl alcohol (0.5 mL), the mixture was heated at 100° C. overnight. Upon cooling to RT, the mixture was taken up in 25 mL of ethyl acetate and ... Reactants: ClC=1N=C(C2=C(N1)SC=N2)NC2=CC(=C(C=C2)OC)OC (5-chloro-N-(3,4-dimethoxyphenyl)thiazolo[5,4-d]pyrimidin-7-amine), O=C1NC=CC(=C1)CCNC(C1=CC=C(C=C1)B1OC(C(O1)(C)C)(C)C)=O (N-(2-(2-oxo-1,2-dihydropyridin-4-yl)ethyl)-4-(4,4,5,5-tetramethyl-1,3,2-dioxaborolan-2-yl)benzamide), C(=O)([O-])[O-].[Na+].[Na+] (Na2CO3). The reagents and catalysts are C=1C=CC(=CC1)[P](C=2C=CC=CC2)(C=3C=CC=CC3)[Pd]([P](C=4C=CC=CC4)(C=5C=CC=CC5)C=6C=CC=CC6)([P](C=7C=CC=CC7)(C=8C=CC=CC8)C=9C=CC=CC9)[P](C=1C=CC=CC1)(C=1C=CC=CC1)C=1C=CC=CC1 (Pd(PPh3)4). The solvent is O1CCOCC1 (1,4-dioxane), O (water). Yields the product COC=1C=C(C=CC1OC)NC=1C2=C(N=C(N1)C1=CC=C(C(=O)NCCC3=CC(NC=C3)=O)C=C1)SC=N2 (4-(7-(3,4-dimethoxyphenylamino)thiazolo[5,4-d]pyrimidin-5-yl)-N-(2-(2-oxo-1,2-dihydropyridin-4-yl)ethyl)benzamide). The yield is 9.2%. RXN SMILES: Cl[C:2]1[N:3]=[C:4]([NH:11][C:12]2[CH:17]=[CH:16][C:15]([O:18][CH3:19])=[C:14]([O:20][CH3:21])[CH:13]=2)[C:5]2[N:10]=[CH:9][S:8][C:6]=2[N:7]=1.[O:22]=[C:23]1[CH:28]=[C:27]([CH2:29][CH2:30][NH:31][C:32](=[O:48])[C:33]2[CH:38]=[CH:37][C:36](B3OC(C)(C)C(C)(C)O3)=[CH:35][CH:34]=2)[CH:26]=[CH:25][NH:24]1.C([O-])([O-])=O.[Na+].[Na+]>O1CCOCC1.O.C1C=CC([P]([Pd]([P](C2C=CC=CC=2)(C2C=CC=CC=2)C2C=CC=CC=2)([P](C2C=CC=CC=2)(C2C=CC=CC=2)C2C=CC=CC=2)[P](C2C=CC=CC=2)(C2C=CC=CC=2)C2C=CC=CC=2)(C2C=CC=CC=2)C2C=CC=CC=2)=CC=1>[CH3:21][O:20][C:14]1[CH:13]=[C:12]([NH:11][C:4]2[C:5]3[N:10]=[CH:9][S:8][C:6]=3[N:7]=[C:2]([C:36]3[CH:37]=[CH:38][C:33]([C:32]([NH:31][CH2:30][CH2:29][C:27]4[CH:26]=[CH:25][NH:24][C:23](=[O:22])[CH:28]=4)=[O:48])=[CH:34][CH:35]=3)[N:3]=2)[CH:17]=[CH:16][C:15]=1[O:18][CH3:19] |f:2.3.4,^1:65,67,86,105|. Procedure details: Under N2 atmosphere, 5-chloro-N-(3,4-dimethoxyphenyl)thiazolo[5,4-d]pyrimidin-7-amine (100 mg, 0.31 mmol), N-(2-(2-oxo-1,2-dihydropyridin-4-yl)ethyl)-4-(4,4,5,5-tetramethyl-1,3,2-dioxaborolan-2-yl)benzamide (140 mg, 0.38 mmol), Pd(PPh3)4 (20 mg, 0.017 mmol) was added in 20 mL of 1,4-dioxane. Na2CO3 (100 mg, 0.94 mmol) in 3 mL of water was added and then the mixture was stirred at reflux for 18 hours. The solvent was removed under reduce pressure and the residue was purified by silica gel chromat... Starting materials: [Cl-].[Al+3].[Cl-].[Cl-] (aluminum chloride), C(#N)C=1C=CC2=C(SC3=C(CC2)C=CC=C3)C1 (3-cyano-10,11-dihydrodibenzo[b,f]thiepin), C(C)(=O)OC(C)=O (acetic anhydride), ClC(C)Cl (dichloroethane). Reaction conditions: time 10 minute. Yields the product C(C)(=O)C=1C=CC2=C(CCC3=C(S2)C=C(C=C3)C#N)C1 (8-Acetyl-3-cyano-10,11-dihydrodibenzo[b,f]thiepin). RXN SMILES: [Cl-].[Al+3].[Cl-].[Cl-].[C:5](OC(=O)C)(=[O:7])[CH3:6].ClC(Cl)C.[C:16]([C:18]1[CH:19]=[CH:20][C:21]2[CH2:27][CH2:26][C:25]3[CH:28]=[CH:29][CH:30]=[CH:31][C:24]=3[S:23][C:22]=2[CH:32]=1)#[N:17]>>[C:5]([C:29]1[CH:30]=[CH:31][C:24]2[S:23][C:22]3[CH:32]=[C:18]([C:16]#[N:17])[CH:19]=[CH:20][C:21]=3[CH2:27][CH2:26][C:25]=2[CH:28]=1)(=[O:7])[CH3:6] |f:0.1.2.3|. Procedure: Add 125.5 g. (0.94 mole) of aluminum chloride and 47.9 g. (0.47 mole) of acetic anhydride to 1.01 of dichloroethane. Stir at room temperature for 10 minutes. Add 14 g. (0.058 mole) of 3-cyano-10,11-dihydrodibenzo[b,f]thiepin in portions. Stir at room temperature for 4 hours. Pour the reaction mixture over ice and extract into ethyl acetate. Wash with water, dry over sodium sulfate, filter and evaporate to dryness to obtain the title product. (m.p. 138°-141° C.) Reactants: Cl.CC1=CC=2N(C=C1)C=C(N2)CSC(N)=N (S-(7-methylimidazo[1,2-a]pyridin-2-ylmethyl)isothiourea hydrochloride), [OH-].[Na+] (sodium hydroxide). The solvent is O (water). The product is CC1=CC=2N(C=C1)C=C(N2)CS (7-methylimidazo[1,2-a]pyridin-2-ylmethanethiol). The yield is 78.6%. As a reaction SMILES: Cl.[CH3:2][C:3]1[CH:8]=[CH:7][N:6]2[CH:9]=[C:10]([CH2:12][S:13]C(=N)N)[N:11]=[C:5]2[CH:4]=1.[OH-].[Na+]>O>[CH3:2][C:3]1[CH:8]=[CH:7][N:6]2[CH:9]=[C:10]([CH2:12][SH:13])[N:11]=[C:5]2[CH:4]=1 |f:0.1,2.3|. Procedure details: A mixture of S-(7-methylimidazo[1,2-a]pyridin-2-ylmethyl)isothiourea hydrochloride (7.7 g) and sodium hydroxide (1.2 g) in water (54 ml) was refluxed for 2 hours and the reaction mixture was extracted with ethyl acetate. The extract was washed with water, and dried over magnesium sulfate. The solvent was evaporated in vacuo to give 7-methylimidazo[1,2-a]pyridin-2-ylmethanethiol (4.2 g). The reactants are N=1C=CC=2C=CC=CC2C1C=3C=CC=CC3. The reagents and catalysts are O1B(OC(C)(C)C1(C)C)B2OC(C)(C)C(O2)(C)C, O1BOC(C)(C)C1(C)C, N=1C=CC=CC1C=NN(CC=2C=CC=CC2)CC=3C=CC=CC3, C[OH2+].C[OH2+].C1CC=CCCC=C1.C1CC=CCCC=C1.[Ir].[Ir]. The solvent is O1CCCC1. Conditions: temperature 50 celsius, time 7 hour. Yields the product N=1C=CC=2C=CC=CC2C1C=3C=CC=CC3B4OC(C)(C)C(O4)(C)C. The yield is 78.0%. Reported procedure: Following the general procedure, precipitation from the reaction crude with hexane, trituration and filtration afforded 9n (132 mg, 80 %) as a light brown solid.